This data is from the Open Reaction Database (ORD), a public repository of structured organic reaction records. The task is: describe an organic reaction: reactants, conditions, products, and yield Reactants: CC1=NC(=NC(=C1C(C(=O)OC)CCC)OC1=CC=CC=C1)C1=CC=CC=C1 (methyl 2-(4-methyl-6-phenoxy-2-phenylpyrimidin-5-yl)pentanoate), [OH-].[Na+] (sodium hydroxide). Solvent: CO (methanol). The product is CC1=NC(=NC(=C1C(C(=O)O)CCC)OC1=CC=CC=C1)C1=CC=CC=C1 (2-(4-methyl-6-phenoxy-2-phenylpyrimidin-5-yl)pentanoic acid). Isolated yield 70.9%. Reaction SMILES: [CH3:1][C:2]1[C:7]([CH:8]([CH2:13][CH2:14][CH3:15])[C:9]([O:11]C)=[O:10])=[C:6]([O:16][C:17]2[CH:22]=[CH:21][CH:20]=[CH:19][CH:18]=2)[N:5]=[C:4]([C:23]2[CH:28]=[CH:27][CH:26]=[CH:25][CH:24]=2)[N:3]=1.[OH-].[Na+]>CO>[CH3:1][C:2]1[C:7]([CH:8]([CH2:13][CH2:14][CH3:15])[C:9]([OH:11])=[O:10])=[C:6]([O:16][C:17]2[CH:18]=[CH:19][CH:20]=[CH:21][CH:22]=2)[N:5]=[C:4]([C:23]2[CH:28]=[CH:27][CH:26]=[CH:25][CH:24]=2)[N:3]=1 |f:1.2|. Procedure details: This compound was prepared according to general method D from methyl 2-(4-methyl-6-phenoxy-2-phenylpyrimidin-5-yl)pentanoate (0.082 g; 0.218 mmol), sodium hydroxide 10N (0.218 mL; 2.18 mmol) in methanol (2 mL) to afford 0.056 g (68%) of the title compound as a white solid. Reactants: ClC=1N(C2=CC=CC=C2C1Cl)C1=C(C(=NN(C1=O)C)C=O)OC (5-(2,3-dichloroindol-1-yl)-4-methoxy-1-methyl-6-oxo-pyridazine-3-carbaldehyde), [OH-].[NH4+] (ammonium hydroxide), II (iodine). Solvent: C1CCOC1 (THF). Run at time 1 hour. The product is ClC=1N(C2=CC=CC=C2C1Cl)C1=C(C(=NN(C1=O)C)C#N)OC (5-(2,3-dichloroindol-1-yl)-4-methoxy-1-methyl-6-oxo-pyridazine-3-carbonitrile). Isolated yield 85.0%. As a reaction SMILES: [Cl:1][C:2]1[N:3]([C:12]2[C:17](=[O:18])[N:16]([CH3:19])[N:15]=[C:14]([CH:20]=O)[C:13]=2[O:22][CH3:23])[C:4]2[C:9]([C:10]=1[Cl:11])=[CH:8][CH:7]=[CH:6][CH:5]=2.[OH-].[NH4+:25].II>C1COCC1>[Cl:1][C:2]1[N:3]([C:12]2[C:17](=[O:18])[N:16]([CH3:19])[N:15]=[C:14]([C:20]#[N:25])[C:13]=2[O:22][CH3:23])[C:4]2[C:9]([C:10]=1[Cl:11])=[CH:8][CH:7]=[CH:6][CH:5]=2 |f:1.2|. Reported procedure: To a stirred solution of 5-(2,3-dichloroindol-1-yl)-4-methoxy-1-methyl-6-oxo-pyridazine-3-carbaldehyde (98 mg, 0.278 mmol) in THF (1.5 mL) is added ammonium hydroxide (30% aq. solution, 1.5 mL), followed by iodine (92 mg, 0.362 mmol), which caused a dark brown colour to appear. The resulting reaction mixture was stirred for 1 h and then quenched with NaHCO3 solution (5 mL) and Na2S2O3 solution (5 mL). This caused the reaction to change from dark brown to a clear pale yellow mixture. After stirri... Reactants: IC1=CC=C(C(=O)N)C=C1 (4-iodobenzamide), CC(C)(C)C=O (pivaldehyde), N1N=NC2=C1C=CC=C2 (benzotriazole), C1(=CC=C(C=C1)S(=O)(=O)O)C (p-toluenesulfonic acid). Product: N1(N=NC2=C1C=CC=C2)C(C(C)(C)C)C2(C(=O)N)CC=C(C=C2)I (1-(1H-1,2,3-Benzotriazol-1-yl-2,2-dimethylpropyl)-4-iodobenzamide). RXN SMILES: [I:1][C:2]1[CH:10]=[CH:9][C:5]([C:6]([NH2:8])=[O:7])=[CH:4][CH:3]=1.[CH3:11][C:12]([CH:15]=O)([CH3:14])[CH3:13].[NH:17]1[C:21]2[CH:22]=[CH:23][CH:24]=[CH:25][C:20]=2[N:19]=[N:18]1.C1(C)C=CC(S(O)(=O)=O)=CC=1>>[N:17]1([CH:15]([C:5]2([CH:9]=[CH:10][C:2]([I:1])=[CH:3][CH2:4]2)[C:6]([NH2:8])=[O:7])[C:12]([CH3:13])([CH3:14])[CH3:11])[C:21]2[CH:22]=[CH:23][CH:24]=[CH:25][C:20]=2[N:19]=[N:18]1. Procedure: A suspension of 4-iodobenzamide, pivaldehyde, benzotriazole, and p-toluenesulfonic acid was processed as described in Example IC to provide the title compound. Reactants: FC(C=1C=CC(=NC1)N)(F)F (5-trifluoromethyl-2-aminopyridine), ClC1=C(C(=O)N=C=O)C(=CC=C1)F (2-chloro-6-fluorobenzoyl isocyanate). Product: ClC1=C(C(=O)NC(=O)NC2=NC=C(C=C2)C(F)(F)F)C(=CC=C1)F (1-(2-CHLORO-6-FLUOROBENZOYL)-3-(5-TRIFLUOROMETHYL-2-PYRIDINYL)UREA). RXN SMILES: [F:1][C:2]([F:11])([F:10])[C:3]1[CH:4]=[CH:5][C:6]([NH2:9])=[N:7][CH:8]=1.[Cl:12][C:13]1[CH:23]=[CH:22][CH:21]=[C:20]([F:24])[C:14]=1[C:15]([N:17]=[C:18]=[O:19])=[O:16]>>[Cl:12][C:13]1[CH:23]=[CH:22][CH:21]=[C:20]([F:24])[C:14]=1[C:15]([NH:17][C:18]([NH:9][C:6]1[CH:5]=[CH:4][C:3]([C:2]([F:1])([F:10])[F:11])=[CH:8][N:7]=1)=[O:19])=[O:16]. Reported procedure: A portion of 5-trifluoromethyl-2-aminopyridine is reacted with 2-chloro-6-fluorobenzoyl isocyanate as described in Example 1. The reaction mixture is evaporated under vacuum and the product is recrystallized to obtain the product named above. The reactants are C1CCOC1 (THF), COC(C1=CC=C(C=C1)C(C(=C(NC=1C=CC2=C(C=C(O2)C)C1)N[C@@H]1C(N(CCCC1)CC(N1CCCC1)=O)=O)C#N)=O)=O (4-[2-Cyano-3-[[(3S)-hexahydro-2-oxo-1-[2-oxo-2-(1-pyrrolidinyl)ethyl]-1H-azepin-3-yl]amino]-3-[(2-methyl-5-benzofuranyl)amino]-1-oxo-2-propenyl]benzoic Acid Methyl Ester), LiOH monohydrate. Run in O (water). Reaction conditions: time 24 hour. Product: C(#N)C(C(=O)C1=CC=C(C(=O)O)C=C1)=C(NC=1C=CC2=C(C=C(O2)C)C1)N[C@@H]1C(N(CCCC1)CC(N1CCCC1)=O)=O (4-[2-Cyano-3-[[(3S)-hexahydro-2-oxo-1-[2-oxo-2-(1-pyrrolidinyl)ethyl]-1H-azepin-3-yl]amino]-3-[(2-methyl-5-benzofuranyl)amino]-1-oxo-2-propenyl]benzoic Acid). The yield is 83.4%. RXN SMILES: C[O:2][C:3](=[O:44])[C:4]1[CH:9]=[CH:8][C:7]([C:10](=[O:43])[C:11]([C:41]#[N:42])=[C:12]([NH:24][C@H:25]2[CH2:31][CH2:30][CH2:29][CH2:28][N:27]([CH2:32][C:33](=[O:39])[N:34]3[CH2:38][CH2:37][CH2:36][CH2:35]3)[C:26]2=[O:40])[NH:13][C:14]2[CH:15]=[CH:16][C:17]3[O:21][C:20]([CH3:22])=[CH:19][C:18]=3[CH:23]=2)=[CH:6][CH:5]=1.C1COCC1>O>[C:41]([C:11](=[C:12]([NH:24][C@H:25]1[CH2:31][CH2:30][CH2:29][CH2:28][N:27]([CH2:32][C:33](=[O:39])[N:34]2[CH2:35][CH2:36][CH2:37][CH2:38]2)[C:26]1=[O:40])[NH:13][C:14]1[CH:15]=[CH:16][C:17]2[O:21][C:20]([CH3:22])=[CH:19][C:18]=2[CH:23]=1)[C:10]([C:7]1[CH:8]=[CH:9][C:4]([C:3]([OH:44])=[O:2])=[CH:5][CH:6]=1)=[O:43])#[N:42]. Procedure details: The compound of Example 1 (0.442g, 0.740 mmol) was dissolved in 10 mL of 1:1 water:THF and the mixture was cooled to 0° C. To the solution was added LiOH monohydrate (0.31 g, 7.4 mmol). The reaction mixture was allowed to come to room temperature. After stirring for 24 h, the reaction mixture was concentrated by in vacuo and the residue was dissolved in methylene chloride. The mixture was extracted 2×25 mL with water. The combined aqueous layers were neutralized with 1 N HCl to pH 4 and were ext... Reactants: CN1C(=NCC1)C1=C(C(=CC=C1)C)[N+](=O)[O-] (4,5-Dihydro-1-methyl-2-(3-methyl-2-nitrophenyl)-1H-imidazole). The reagents and catalysts are [OH-].[Pd+2].[OH-] (palladium hydroxide). Run in C(C)O (ethanol). Reaction conditions: time 3 hour. The product is CN1C(=NCC1)C1=C(C(=CC=C1)C)N (2-(4,5-Dihydro-1-methyl-1H-imidazol-2-yl)-6-methylbenzenamine). The yield is 51.6%. RXN SMILES: [CH3:1][N:2]1[CH2:6][CH2:5][N:4]=[C:3]1[C:7]1[CH:12]=[CH:11][CH:10]=[C:9]([CH3:13])[C:8]=1[N+:14]([O-])=O>C(O)C.[OH-].[Pd+2].[OH-]>[CH3:1][N:2]1[CH2:6][CH2:5][N:4]=[C:3]1[C:7]1[CH:12]=[CH:11][CH:10]=[C:9]([CH3:13])[C:8]=1[NH2:14] |f:2.3.4|. Procedure: To a solution of the title compound of Step A (3.37 g, 75% pure) in ethanol (15 mL) was added palladium hydroxide (170 mg, 20 wt % on carbon). The flask was twice evacuated and flushed with nitrogen and then twice evacuated and flushed with hydrogen. The mixture was vigorously stirred under a balloon of hydrogen for 3 hours before being evacuated, exposed to air and filtered through a pad of Celite®. The solution was concentrated and filtered through a pad of silica gel, eluting with 1% then 5% ... Conditions: temperature 80 celsius, time 8 hour. Isolated yield 57.8%. Procedure details: 5.2 g of 2,4-difluoroaniline were added, at a temperature around 20° C., to a solution of 7.7 g of ethyl 3-(2-chloro-6,7,8-trifluoro-3-quinolyl)-2-dimethylaminomethylene-3-oxopropionate in 50 cm3 of trichloromethane and the reaction mixture was left stirring at this temperature for 8 hours. The trichloromethane was concentrated under reduced pressure (20 kPa) at a temperature around 40° C. 120 cm3 of ethanol and 4.5 cm3 of 1,8-diazabicyclo[5.4.0]undec-7-ene were added to the mixture, which was h... Run in ClC(Cl)Cl (trichloromethane). Reactants: FC1=C(N)C=CC(=C1)F (2,4-difluoroaniline), ClC1=NC2=C(C(=C(C=C2C=C1C(C(C(=O)OCC)=CN(C)C)=O)F)F)F (ethyl 3-(2-chloro-6,7,8-trifluoro-3-quinolyl)-2-dimethylaminomethylene-3-oxopropionate). The product is FC1=C(C=CC(=C1)F)N1C=C(C(C=2C=C3C(=NC12)C(=C(C(=C3)F)F)F)=O)C(=O)OCC (ethyl 1-(2,4-difluorophenyl)-7,8,9-trifluoro-4-oxo-1,4-dihydrobenzo[b][1,8]naphthyridine-3-carboxylate). RXN SMILES: [F:1][C:2]1[CH:8]=[C:7]([F:9])[CH:6]=[CH:5][C:3]=1[NH2:4].Cl[C:11]1[C:20]([C:21](=[O:32])[C:22](=[CH:28]N(C)C)[C:23]([O:25][CH2:26][CH3:27])=[O:24])=[CH:19][C:18]2[C:13](=[C:14]([F:35])[C:15]([F:34])=[C:16]([F:33])[CH:17]=2)[N:12]=1>ClC(Cl)Cl>[F:1][C:2]1[CH:8]=[C:7]([F:9])[CH:6]=[CH:5][C:3]=1[N:4]1[C:11]2[N:12]=[C:13]3[C:14]([F:35])=[C:15]([F:34])[C:16]([F:33])=[CH:17][C:18]3=[CH:19][C:20]=2[C:21](=[O:32])[C:22]([C:23]([O:25][CH2:26][CH3:27])=[O:24])=[CH:28]1.